From a dataset of the Open Reaction Database (ORD), a public repository of structured organic reaction records. describe an organic reaction: reactants, conditions, products, and yield Starting materials: C1CCC2=NCCCN2CC1, COCCOC, N#Cc1c(Cl)nc(N)nc1-c1ccccc1, OC1CCCCC1. Product: N#Cc1c(OC2CCCCC2)nc(N)nc1-c1ccccc1. Reaction SMILES: [CH2:24]1[CH2:25][CH2:26][C:27]2=[N:32][CH2:31][CH2:30][CH2:29][N:28]2[CH2:33][CH2:34]1.[CH3:35][O:36][CH2:37][CH2:38][O:39][CH3:40].[NH2:1][c:2]1[n:3][c:4](-[c:11]2[cH:12][cH:13][cH:14][cH:15][cH:16]2)[c:5]([C:9]#[N:10])[c:6]([Cl:8])[n:7]1.[OH:17][CH:18]1[CH2:19][CH2:20][CH2:21][CH2:22][CH2:23]1>>[NH2:1][c:2]1[n:3][c:4](-[c:11]2[cH:12][cH:13][cH:14][cH:15][cH:16]2)[c:5]([C:9]#[N:10])[c:6]([O:17][CH:18]2[CH2:19][CH2:20][CH2:21][CH2:22][CH2:23]2)[n:7]1.